Dataset: the Open Reaction Database (ORD), a public repository of structured organic reaction records. Task: describe an organic reaction: reactants, conditions, products, and yield Starting materials: C(C)(C)(C)OC(=O)N1CCC(CC1)C1=CC=2C(=CN=C(C2)Cl)O1 (4-(5-chloro-furo[2,3-c]pyridin-2-yl)-piperidine-1-carboxylic acid tert-butyl ester), C(C1=CC=CC=C1)OC(=O)C1=CC=C(C=C1)B(O)O (4-benzyloxycarbonyl-phenylboronic acid). Product: C(C)(C)(C)OC(=O)N1CCC(CC1)C1=CC=2C(=CN=C(C2)C2=CC=C(C=C2)C(=O)OCC2=CC=CC=C2)O1 (4-[5-(4-Benzyloxycarbonyl-phenyl)-furo[2,3-c]pyridin-2-yl]-piperidine-1-carboxylic acid tert-butyl ester). RXN SMILES: [C:1]([O:5][C:6]([N:8]1[CH2:13][CH2:12][CH:11]([C:14]2[O:23][C:17]3=[CH:18][N:19]=[C:20](Cl)[CH:21]=[C:16]3[CH:15]=2)[CH2:10][CH2:9]1)=[O:7])([CH3:4])([CH3:3])[CH3:2].[CH2:24]([O:31][C:32]([C:34]1[CH:39]=[CH:38][C:37](B(O)O)=[CH:36][CH:35]=1)=[O:33])[C:25]1[CH:30]=[CH:29][CH:28]=[CH:27][CH:26]=1>>[C:1]([O:5][C:6]([N:8]1[CH2:13][CH2:12][CH:11]([C:14]2[O:23][C:17]3=[CH:18][N:19]=[C:20]([C:37]4[CH:36]=[CH:35][C:34]([C:32]([O:31][CH2:24][C:25]5[CH:30]=[CH:29][CH:28]=[CH:27][CH:26]=5)=[O:33])=[CH:39][CH:38]=4)[CH:21]=[C:16]3[CH:15]=2)[CH2:10][CH2:9]1)=[O:7])([CH3:4])([CH3:3])[CH3:2]. Reported procedure: The title compound is prepared from 4-(5-chloro-furo[2,3-c]pyridin-2-yl)-piperidine-1-carboxylic acid tert-butyl ester and 4-benzyloxycarbonyl-phenylboronic acid following a procedure analogous to that described for Example 1; the reaction is conducted at 150° C. Mass spectrum (ESI+): m/z=513 [M+H]+. Starting materials: COC(=O)CC(=Cc1cccc2ccccc12)C(=O)O, CO, [Pd]. Product: COC(=O)CC(Cc1cccc2ccccc12)C(=O)O. Reaction SMILES: [CH3:1][O:2][C:3](=[O:4])[CH2:5][C:6]([C:7](=[O:8])[OH:9])=[CH:10][c:11]1[cH:12][cH:13][cH:14][c:15]2[cH:16][cH:17][cH:18][cH:19][c:20]12.[CH3:21][OH:22].[Pd:23]>>[CH3:1][O:2][C:3](=[O:4])[CH2:5][CH:6]([C:7](=[O:8])[OH:9])[CH2:10][c:11]1[cH:12][cH:13][cH:14][c:15]2[cH:16][cH:17][cH:18][cH:19][c:20]12. Starting materials: C(C)(C)(C)OC(=O)N1CCC(CC1)OC1=NC(=C(C=C1)[N+](=O)[O-])C (4-(6-methyl-5-nitro-pyridin-2-yloxy)-piperidine-1-carboxylic acid tert-butyl ester). The reagents and catalysts are [Pd] (palladium on carbon). Solvent: C(C)O (ethanol). Product: C(C)(C)(C)OC(=O)N1CCC(CC1)OC1=NC(=C(C=C1)N)C (4-(5-Amino-6-methyl-pyridin-2-yloxy)-piperidine-1-carboxylic acid tert-butyl ester). The yield is 89.0%. RXN SMILES: [C:1]([O:5][C:6]([N:8]1[CH2:13][CH2:12][CH:11]([O:14][C:15]2[CH:20]=[CH:19][C:18]([N+:21]([O-])=O)=[C:17]([CH3:24])[N:16]=2)[CH2:10][CH2:9]1)=[O:7])([CH3:4])([CH3:3])[CH3:2]>[Pd].C(O)C>[C:1]([O:5][C:6]([N:8]1[CH2:9][CH2:10][CH:11]([O:14][C:15]2[CH:20]=[CH:19][C:18]([NH2:21])=[C:17]([CH3:24])[N:16]=2)[CH2:12][CH2:13]1)=[O:7])([CH3:4])([CH3:3])[CH3:2]. Procedure: Stir a mixture of 4-(6-methyl-5-nitro-pyridin-2-yloxy)-piperidine-1-carboxylic acid tert-butyl ester (2.69 g, 8.0 mmol) and 10% palladium on carbon (1.0 g) in ethanol (60 mL) at 22° C. under hydrogen for 2 hours. Filter off the palladium catalyst. Concentrate the filtrate to give a colorless oil. Subject residue to silica gel chromatography eluting with hexanes and ethyl acetate to give the title compound. (2.19 g, 89% yield). MS(ES): m/z=308.2 [M+H]. Reactants: CC1=CC(=C2C(=CC=CN12)C)CO ((3,8-Dimethyl-indolizin-1-yl)-methanol). Reagents/catalysts: O=[Mn]=O (MnO2). The solvent is CC(=O)C (acetone). Reaction conditions: time 3 hour. Product: CC1=CC(=C2C(=CC=CN12)C)C=O (3,8-Dimethyl-indolizine-1-carbaldehyde). Isolated yield 67.9%. Reaction SMILES: [CH3:1][C:2]1[N:10]2[C:5]([C:6]([CH3:11])=[CH:7][CH:8]=[CH:9]2)=[C:4]([CH2:12][OH:13])[CH:3]=1>CC(C)=O.O=[Mn]=O>[CH3:1][C:2]1[N:10]2[C:5]([C:6]([CH3:11])=[CH:7][CH:8]=[CH:9]2)=[C:4]([CH:12]=[O:13])[CH:3]=1. Procedure: To a solution (3,8-Dimethyl-indolizin-1-yl)-methanol (600 mg, 3.4 mmol) in acetone (20 mL) was added MnO2 (595 mg, 6.8 mmol) at room temperature. The mixture was stirred at the same temperature for 3 hours. The solution was filtered and the filtrate was concentrated. The residue was purified by CombiFlash with 5% EtOAc in Hexane as the eluent to afford the desirable product 3,8-Dimethyl-indolizine-1-carbaldehyde (400 mg, 67%) as a grey solid. Reactants: C(C(C)C)OC1=C(C(=O)C=2C=CC(=C(C2)CC(=O)O)OCC(C)C)C=CC(=C1)OCC(C)C (2-[5-(2,4-diisobutoxybenzoyl)-2-isobutoxyphenyl]acetic acid), [H][H] (hydrogen). The reagents and catalysts are [C].[Pd] (palladium-carbon). The solvent is C(C)O (ethanol). Yields the product C(C(C)C)OC1=C(CC=2C=CC(=C(C2)CC(=O)O)OCC(C)C)C=CC(=C1)OCC(C)C (2-[5-(2,4-diisobutoxybenzyl)-2-isobutoxyphenyl]acetic acid). Isolated yield 72.2%. RXN SMILES: [CH2:1]([O:5][C:6]1[CH:28]=[C:27]([O:29][CH2:30][CH:31]([CH3:33])[CH3:32])[CH:26]=[CH:25][C:7]=1[C:8]([C:10]1[CH:11]=[CH:12][C:13]([O:20][CH2:21][CH:22]([CH3:24])[CH3:23])=[C:14]([CH2:16][C:17]([OH:19])=[O:18])[CH:15]=1)=O)[CH:2]([CH3:4])[CH3:3].[H][H]>C(O)C.[C].[Pd]>[CH2:1]([O:5][C:6]1[CH:28]=[C:27]([O:29][CH2:30][CH:31]([CH3:33])[CH3:32])[CH:26]=[CH:25][C:7]=1[CH2:8][C:10]1[CH:11]=[CH:12][C:13]([O:20][CH2:21][CH:22]([CH3:24])[CH3:23])=[C:14]([CH2:16][C:17]([OH:19])=[O:18])[CH:15]=1)[CH:2]([CH3:4])[CH3:3] |f:3.4|. Procedure: In 2 ml of ethanol is dissolved 200 mg of 2-[5-(2,4-diisobutoxybenzoyl)-2-isobutoxyphenyl]acetic acid. After adding 40 mg of 5% palladium-carbon, the mixture thus obtained is stirred at ambient temperature for one hour in a stream of hydrogen gas. The reaction mixture is filtered with Celite, and the solvent is distilled off under reduced pressure from the filtrate. The residue thus obtained is purified by silica gel column chromatography [eluent; n-hexane:ethyl acetate=4:1] to obtain 140 mg of ... The reactants are COC1=CC=C(C=C1)N1C(=CC(C2=CC=CC=C12)=O)C1=CC=CC=C1 (1-(4-methoxyphenyl)-2-phenyl-4(1H)-quinolone), C(C)N(CCOC1=CC=C(C=C1)N1C(=CC(C2=CC=CC=C12)=O)C1=CC=CC=C1)CC (1-{4-[2-(diethylamino)ethoxy]phenyl}-2-phenyl-4(1H)-quinolone). Yields the product C(C)N(CCOC1=CC=C(C=C1)N1C(CCC2=CC=CC=C12)C1=CC=CC=C1)CC (1-{4-[2-(diethylamino)ethoxy]phenyl}-2-phenyl-1,2,3,4-tetrahydroquinoline). As a reaction SMILES: COC1C=CC(N2C3C(=CC=CC=3)C(=O)C=C2C2C=CC=CC=2)=CC=1.[CH2:26]([N:28]([CH2:55][CH3:56])[CH2:29][CH2:30][O:31][C:32]1[CH:37]=[CH:36][C:35]([N:38]2[C:47]3[C:42](=[CH:43][CH:44]=[CH:45][CH:46]=3)[C:41](=O)[CH:40]=[C:39]2[C:49]2[CH:54]=[CH:53][CH:52]=[CH:51][CH:50]=2)=[CH:34][CH:33]=1)[CH3:27]>>[CH2:55]([N:28]([CH2:26][CH3:27])[CH2:29][CH2:30][O:31][C:32]1[CH:37]=[CH:36][C:35]([N:38]2[C:47]3[C:42](=[CH:43][CH:44]=[CH:45][CH:46]=3)[CH2:41][CH2:40][CH:39]2[C:49]2[CH:54]=[CH:53][CH:52]=[CH:51][CH:50]=2)=[CH:34][CH:33]=1)[CH3:56]. Procedure: By following a procedure similar to that described in Example 7 (Procedure 2) and substituting for 1-(4-methoxyphenyl)-2-phenyl-4(1H)-quinolone an equivalent amount of 1-{4-[2-(diethylamino)ethoxy]phenyl}-2-phenyl-4(1H)-quinolone there can be obtained 1-{4-[2-(diethylamino)ethoxy]phenyl}-2-phenyl-1,2,3,4-tetrahydroquinoline.